Dataset: the Open Reaction Database (ORD), a public repository of structured organic reaction records. Task: describe an organic reaction: reactants, conditions, products, and yield The reactants are FC1=C([S-])C=CC(=C1)F.[K+] (potassium 2,4-difluorothiophenoxide), ClC=1C=C(C#N)C=CC1[N+](=O)[O-] (3-chloro-4-nitrobenzonitrile). Solvent: CO (methanol), C1(=CC=CC=C1)C (toluene). Reaction conditions: time 5 hour. The product is FC1=C(C=CC(=C1)F)SC=1C=C(C#N)C=CC1[N+](=O)[O-] (3-(2,4-difluorophenylthio)-4-nitrobenzonitrile). Isolated yield 45.0%. RXN SMILES: [F:1][C:2]1[CH:8]=[C:7]([F:9])[CH:6]=[CH:5][C:3]=1[S-:4].[K+].Cl[C:12]1[CH:13]=[C:14]([CH:17]=[CH:18][C:19]=1[N+:20]([O-:22])=[O:21])[C:15]#[N:16]>CO.C1(C)C=CC=CC=1>[F:1][C:2]1[CH:8]=[C:7]([F:9])[CH:6]=[CH:5][C:3]=1[S:4][C:18]1[CH:17]=[C:14]([CH:13]=[CH:12][C:19]=1[N+:20]([O-:22])=[O:21])[C:15]#[N:16] |f:0.1|. Procedure details: A solution of potassium 2,4-difluorothiophenoxide (6.1 g) in methanol (30 ml) was added dropwise to a solution of 3-chloro-4-nitrobenzonitrile (5 g) in toluene (50 ml). The mixture was stirred for 5 hours at room temperature, washed with water, and concentrated to dryness. The oily residue was crystallized from a mixture of ethanol and hexane to give crystals of 3-(2,4-difluorophenylthio)-4-nitrobenzonitrile (3.6 g). The reactants are COC([C@@H](NC([C@H]1N(CCC1)S(=O)(=O)C1=CC=C(C=C1)C)=O)CC1=CC=C(C=C1)O)=O (N-(toluene-4-sulfonyl)-L-prolyl-L-tyrosine methyl ester), N(CCCCCCCl)=CCCl (2-(hexamethylene-imino)ethyl chloride), C([O-])([O-])=O.[K+].[K+] (potassium carbonate), [I-].[Na+] (sodium iodide). The solvent is CC(CC)=O (2-butanone). The product is COC([C@@H](NC([C@H]1N(CCC1)S(=O)(=O)C1=CC=C(C=C1)C)=O)CC1=CC=C(C=C1)OCCN1CCCCCC1)=O (N-(Toluene-4-sulfonyl)-L-prolyl-4-[2-(azepan-1-yl)ethoxy]-L-phenylalanine Methyl Ester). RXN SMILES: [CH3:1][O:2][C:3](=[O:31])[C@H:4]([CH2:23][C:24]1[CH:29]=[CH:28][C:27]([OH:30])=[CH:26][CH:25]=1)[NH:5][C:6](=[O:22])[C@@H:7]1[CH2:11][CH2:10][CH2:9][N:8]1[S:12]([C:15]1[CH:20]=[CH:19][C:18]([CH3:21])=[CH:17][CH:16]=1)(=[O:14])=[O:13].[N:32](=[CH:40][CH2:41]Cl)[CH2:33][CH2:34][CH2:35][CH2:36][CH2:37][CH2:38]Cl.C(=O)([O-])[O-].[K+].[K+].[I-].[Na+]>CC(=O)CC>[CH3:1][O:2][C:3](=[O:31])[C@H:4]([CH2:23][C:24]1[CH:29]=[CH:28][C:27]([O:30][CH2:41][CH2:40][N:32]2[CH2:38][CH2:37][CH2:36][CH2:35][CH2:34][CH2:33]2)=[CH:26][CH:25]=1)[NH:5][C:6](=[O:22])[C@@H:7]1[CH2:11][CH2:10][CH2:9][N:8]1[S:12]([C:15]1[CH:20]=[CH:19][C:18]([CH3:21])=[CH:17][CH:16]=1)(=[O:13])=[O:14] |f:2.3.4,5.6|. Procedure: The title compound was prepared via O-alkylation of N-(toluene-4-sulfonyl)-L-prolyl-L-tyrosine methyl ester with 2-(hexamethylene-imino)ethyl chloride in refluxing 2-butanone in the presence of potassium carbonate and sodium iodide to provide a solid, mp=60-65° C. The reactants are Nc1cc(Br)cnc1Cl, C1CCOC1, C[Si](C)(C)[N-][Si](C)(C)C, COc1ccc(S(=O)(=O)Cl)cc1, [Li+]. Product: COc1ccc(S(=O)(=O)Nc2cc(Br)cnc2Cl)cc1. As a reaction SMILES: [Br:1][c:2]1[cH:3][c:4]([NH2:9])[c:5]([Cl:8])[n:6][cH:7]1.[CH2:32]1[O:33][CH2:34][CH2:35][CH2:36]1.[CH3:11][Si:12]([N-:13][Si:14]([CH3:15])([CH3:16])[CH3:17])([CH3:18])[CH3:19].[CH3:20][O:21][c:22]1[cH:23][cH:24][c:25]([S:28](=[O:29])(=[O:30])[Cl:31])[cH:26][cH:27]1.[Li+:10]>>[Br:1][c:2]1[cH:3][c:4]([NH:9][S:28]([c:25]2[cH:24][cH:23][c:22]([O:21][CH3:20])[cH:27][cH:26]2)(=[O:29])=[O:30])[c:5]([Cl:8])[n:6][cH:7]1. The reagents and catalysts are C=1C=CC(=CC1)[P](C=2C=CC=CC2)(C=3C=CC=CC3)[Pd]([P](C=4C=CC=CC4)(C=5C=CC=CC5)C=6C=CC=CC6)([P](C=7C=CC=CC7)(C=8C=CC=CC8)C=9C=CC=CC9)[P](C=1C=CC=CC1)(C=1C=CC=CC1)C=1C=CC=CC1 (tetrakis(triphenylphosphine)palladium(0)). Run in O1CCOCC1 (1,4-dioxane), O (water). The reactants are CCOCC (ether), COC=1C=C(C=CC1B1OC(C(O1)(C)C)(C)C)N1N=C(C=C1)N (1-(3-methoxy-4-(4,4,5,5-tetramethyl-1,3,2-dioxaborolan-2-yl)phenyl)-1H-pyrazol-3-amine), ClC1=CC=C(N=N1)N(C1CC(NC(C1)(C)C)(C)C)C (6-chloro-N-methyl-N-(2,2,6,6-tetramethylpiperidin-4-yl)pyridazin-3-amine), ClC1=CC=C(N=N1)N(C1CC(NC(C1)(C)C)(C)C)C (6-chloro-N-methyl-N-(2,2,6,6-tetramethylpiperidin-4-yl)pyridazin-3-amine), C(=O)(O)[O-].[Na+] (NaHCO3). As a reaction SMILES: [CH3:1][O:2][C:3]1[CH:4]=[C:5]([N:18]2[CH:22]=[CH:21][C:20]([NH2:23])=[N:19]2)[CH:6]=[CH:7][C:8]=1B1OC(C)(C)C(C)(C)O1.Cl[C:25]1[N:30]=[N:29][C:28]([N:31]([CH3:42])[CH:32]2[CH2:37][C:36]([CH3:39])([CH3:38])[NH:35][C:34]([CH3:41])([CH3:40])[CH2:33]2)=[CH:27][CH:26]=1.C([O-])(O)=O.[Na+].CCOCC>O1CCOCC1.O.C1C=CC([P]([Pd]([P](C2C=CC=CC=2)(C2C=CC=CC=2)C2C=CC=CC=2)([P](C2C=CC=CC=2)(C2C=CC=CC=2)C2C=CC=CC=2)[P](C2C=CC=CC=2)(C2C=CC=CC=2)C2C=CC=CC=2)(C2C=CC=CC=2)C2C=CC=CC=2)=CC=1>[NH2:23][C:20]1[CH:21]=[CH:22][N:18]([C:5]2[CH:6]=[CH:7][C:8]([C:25]3[N:30]=[N:29][C:28]([N:31]([CH3:42])[CH:32]4[CH2:37][C:36]([CH3:38])([CH3:39])[NH:35][C:34]([CH3:41])([CH3:40])[CH2:33]4)=[CH:27][CH:26]=3)=[C:3]([O:2][CH3:1])[CH:4]=2)[N:19]=1 |f:2.3,^1:63,65,84,103|. Conditions: temperature 100 celsius. Reported procedure: A degassed reaction mixture of 1-(3-methoxy-4-(4,4,5,5-tetramethyl-1,3,2-dioxaborolan-2-yl)phenyl)-1H-pyrazol-3-amine (474 mg, 1.505 mmol), 6-chloro-N-methyl-N-(2,2,6,6-tetramethylpiperidin-4-yl)pyridazin-3-amine Intermediate 1-1 (370 mg, 1.308 mmol) tetrakis(triphenylphosphine)palladium(0) (76 mg, 0.065 mmol) and 1 M NaHCO3 (330 mg, 3.92 mmol) in 1,4-dioxane (7 mL) and water (2.3 mL) was heated at 100° C. for 14 h. After cooling to RT, the mixture was filtered through celite, washed with EtOAc,... Product: NC1=NN(C=C1)C1=CC(=C(C=C1)C1=CC=C(N=N1)N(C1CC(NC(C1)(C)C)(C)C)C)OC (6-(4-(3-amino-1H-pyrazol-1-yl)-2-methoxyphenyl)-N-methyl-N-(2,2,6,6-tetramethylpiperidin-4-yl)pyridazin-3-amine). Starting materials: OCCC1=C(C=CC(=C1Cl)Cl)O (2-(2-hydroxyethyl)-3,4-dichlorophenol), BrCCCCCC(=O)O (6-bromohexanoic acid). Yields the product OCCC1=C(OCCCCCC(=O)O)C=CC(=C1Cl)Cl (6-[2-(2-hydroxyethyl)-3,4dichlorophenoxy]hexanoic acid). Reaction SMILES: [OH:1][CH2:2][CH2:3][C:4]1[C:9]([Cl:10])=[C:8]([Cl:11])[CH:7]=[CH:6][C:5]=1[OH:12].Br[CH2:14][CH2:15][CH2:16][CH2:17][CH2:18][C:19]([OH:21])=[O:20]>>[OH:1][CH2:2][CH2:3][C:4]1[C:9]([Cl:10])=[C:8]([Cl:11])[CH:7]=[CH:6][C:5]=1[O:12][CH2:14][CH2:15][CH2:16][CH2:17][CH2:18][C:19]([OH:21])=[O:20]. Reported procedure: Following the procedure of Example 1C, two millimoles each of 2-(2-hydroxyethyl)-3,4-dichlorophenol and 6-bromohexanoic acid were reacted to provide 55 mg. of the desired title product which crystallized from methylene chloride. Starting materials: ClC1=NC(=CC(=C1C#N)C)Cl (2,6-dichloro-3-cyano-4-methylpyridine), C(C)(=O)[O-].[Na+] (sodium acetate). The reagents and catalysts are [Pd](Cl)Cl (palladium (II) chloride). Run in CO (methanol). Yields the product C(#N)C=1C=NC=CC1C (3-Cyano-4-methylpyridine). RXN SMILES: Cl[C:2]1[C:7]([C:8]#[N:9])=[C:6]([CH3:10])[CH:5]=[C:4](Cl)[N:3]=1.C([O-])(=O)C.[Na+]>CO.[Pd](Cl)Cl>[C:8]([C:7]1[CH:2]=[N:3][CH:4]=[CH:5][C:6]=1[CH3:10])#[N:9] |f:1.2|. Reported procedure: A mixture of 2,6-dichloro-3-cyano-4-methylpyridine (47 g, 0.25 mol), sodium acetate (41.2 g, 0.5 mol), and palladium (II) chloride (0.5 g) in 220 mL of methanol was hydrogenated on a Parr apparatus under 50 PSI (initial pressure). When the uptake ceased the catalyst was filtered (solka floc) and the filtrate concentrated in vacuo. The crude residue was distilled under vacuum through a Vigreaux column and the product collected at 68°-72° C./2 mm (25.3 g, 85%, as a clear liquid).